Dataset: the Open Reaction Database (ORD), a public repository of structured organic reaction records. Task: describe an organic reaction: reactants, conditions, products, and yield Reactants: C(C)(C)(C)C(=O)CN1C(C(CN(C2=C1C=CC=C2)C2=CC=CC=C2)NC(=O)NC2=CC(=CC=C2)SCC(=O)OCC)=O (1-(1-tert-butylcarbonylmethyl-2-oxo-5-phenyl-1,3,4,5-tetrahydro-2H-1,5-benzodiazepin-3-yl)-3-(3-ethoxycarbonylmethylthiophenyl)urea), ClC1=CC(=CC=C1)C(=O)OO (m-chloroperbenzoic acid). The solvent is C(Cl)Cl (methylene chloride). Reaction conditions: time 30 minute. The product is C(C)(C)(C)C(=O)CN1C(C(CN(C2=C1C=CC=C2)C2=CC=CC=C2)NC(=O)NC2=CC(=CC=C2)S(=O)CC(=O)OCC)=O (1-(1-tert-butylcarbonylmethyl-2-oxo-5-phenyl-1,3,4,5-tetrahydro-2H-1,5-benzodiazepin-3-yl)-3-(3-ethoxycarbonylmethylsulfinylphenyl)urea). The yield is 67.7%. RXN SMILES: [C:1]([C:5]([CH2:7][N:8]1[C:14]2[CH:15]=[CH:16][CH:17]=[CH:18][C:13]=2[N:12]([C:19]2[CH:24]=[CH:23][CH:22]=[CH:21][CH:20]=2)[CH2:11][CH:10]([NH:25][C:26]([NH:28][C:29]2[CH:34]=[CH:33][CH:32]=[C:31]([S:35][CH2:36][C:37]([O:39][CH2:40][CH3:41])=[O:38])[CH:30]=2)=[O:27])[C:9]1=[O:42])=[O:6])([CH3:4])([CH3:3])[CH3:2].ClC1C=CC=C(C(OO)=[O:51])C=1>C(Cl)Cl>[C:1]([C:5]([CH2:7][N:8]1[C:14]2[CH:15]=[CH:16][CH:17]=[CH:18][C:13]=2[N:12]([C:19]2[CH:24]=[CH:23][CH:22]=[CH:21][CH:20]=2)[CH2:11][CH:10]([NH:25][C:26]([NH:28][C:29]2[CH:34]=[CH:33][CH:32]=[C:31]([S:35]([CH2:36][C:37]([O:39][CH2:40][CH3:41])=[O:38])=[O:51])[CH:30]=2)=[O:27])[C:9]1=[O:42])=[O:6])([CH3:4])([CH3:2])[CH3:3]. Procedure details: 1-(1-tert-Butylcarbonylmethyl-2-oxo-5-phenyl-1,3,4,5-tetrahydro-2H-1,5-benzodiazepin-3-yl)-3-(3-ethoxycarbonylmethylthiophenyl)urea (460 mg) obtained from Step 2 of Example 33 was dissolved in methylene chloride (20 ml), m-chloroperbenzoic acid (170mg) was added under ice-cooling, stirred for 30 minutes. The reaction mixture was washed subsequently with saturated aqueous sodium bicarbonate and saturated brine, dried over anhydrous sodiun sulfate, and the residue was purified by silica gel column...